From a dataset of the Open Reaction Database (ORD), a public repository of structured organic reaction records. describe an organic reaction: reactants, conditions, products, and yield Starting materials: Clc1cc(Oc2ccc3[nH]ccc3c2)ncn1, [N-]=[N+]=[N-], [Na+], CN(C)C=O, O. The product is [N-]=[N+]=Nc1cc(Oc2ccc3[nH]ccc3c2)ncn1. As a reaction SMILES: [Cl:1][c:2]1[cH:3][c:4]([O:8][c:9]2[cH:10][c:11]3[cH:12][cH:13][nH:14][c:15]3[cH:16][cH:17]2)[n:5][cH:6][n:7]1.[N-:18]=[N+:19]=[N-:20].[Na+:21].[O:23]=[CH:24][N:25]([CH3:26])[CH3:27].[OH2:22]>>[c:2]1([N:18]=[N+:19]=[N-:20])[cH:3][c:4]([O:8][c:9]2[cH:10][c:11]3[cH:12][cH:13][nH:14][c:15]3[cH:16][cH:17]2)[n:5][cH:6][n:7]1. Starting materials: CN1C(=O)CCN(C2CCCC2)c2nc(Nc3cc(F)c(C(=O)OC(C)(C)C)cc3Cl)ncc21, ClCCl, O=C(O)C(F)(F)F. Product: CN1C(=O)CCN(C2CCCC2)c2nc(Nc3cc(F)c(C(=O)O)cc3Cl)ncc21. Reaction SMILES: [Cl:1][c:2]1[c:3]([NH:16][c:17]2[n:18][cH:19][c:20]3[c:26]([n:27]2)[N:25]([CH:28]2[CH2:29][CH2:30][CH2:31][CH2:32]2)[CH2:24][CH2:23][C:22](=[O:33])[N:21]3[CH3:34])[cH:4][c:5]([F:15])[c:6]([C:7](=[O:8])[O:9][C:10]([CH3:11])([CH3:12])[CH3:13])[cH:14]1.[Cl:42][CH2:43][Cl:44].[OH:35][C:36]([C:37]([F:38])([F:39])[F:40])=[O:41]>>[Cl:1][c:2]1[c:3]([NH:16][c:17]2[n:18][cH:19][c:20]3[c:26]([n:27]2)[N:25]([CH:28]2[CH2:29][CH2:30][CH2:31][CH2:32]2)[CH2:24][CH2:23][C:22](=[O:33])[N:21]3[CH3:34])[cH:4][c:5]([F:15])[c:6]([C:7](=[O:8])[OH:9])[cH:14]1. The reactants are CC(C)O, O=C(NCCO)c1ccccc1Nc1nc(Cl)ncc1F, Cl, Nc1cccc(CCN2CCOCC2)c1. The product is O=C(NCCO)c1ccccc1Nc1nc(Nc2cccc(CCN3CCOCC3)c2)ncc1F. As a reaction SMILES: [CH:38]([OH:39])([CH3:40])[CH3:41].[Cl:1][c:2]1[n:3][cH:4][c:5]([F:21])[c:6]([NH:8][c:9]2[c:10]([C:11](=[O:12])[NH:13][CH2:14][CH2:15][OH:16])[cH:17][cH:18][cH:19][cH:20]2)[n:7]1.[ClH:37].[O:22]1[CH2:23][CH2:24][N:25]([CH2:28][CH2:29][c:30]2[cH:31][c:32]([NH2:33])[cH:34][cH:35][cH:36]2)[CH2:26][CH2:27]1>>[c:2]1([NH:33][c:32]2[cH:31][c:30]([CH2:29][CH2:28][N:25]3[CH2:24][CH2:23][O:22][CH2:27][CH2:26]3)[cH:36][cH:35][cH:34]2)[n:3][cH:4][c:5]([F:21])[c:6]([NH:8][c:9]2[c:10]([C:11](=[O:12])[NH:13][CH2:14][CH2:15][OH:16])[cH:17][cH:18][cH:19][cH:20]2)[n:7]1.